Dataset: the Open Reaction Database (ORD), a public repository of structured organic reaction records. Task: describe an organic reaction: reactants, conditions, products, and yield Starting materials: 2-methylbutyl aldehyde, O1CCCC1 (tetrahydrofuran), [Cl-].[NH4+] (ammonium chloride), O (water), ClC=1C(=CC(=C(C1)NC(OC(C)(C)C)=O)C)OC (tert-butyl (5-chloro-4-methoxy-2-methylphenyl)carbamate), C(C)(CC)[Li] (sec-butyllithium), O1CCCC1 (tetrahydrofuran). Run at time 30 minute. Yields the product C(C)(C)(C)OC(NC1=C(C=C(C(=C1)Cl)OC)CC(C(CC)C)O)=O (tert-Butyl[5-chloro-2-(2-hydroxy-3-methylpentyl)-4-methoxyphenyl]carbamate). Reaction SMILES: [Cl:1][C:2]1[C:3]([O:17][CH3:18])=[CH:4][C:5]([CH3:16])=[C:6]([NH:8][C:9](=[O:15])[O:10][C:11]([CH3:14])([CH3:13])[CH3:12])[CH:7]=1.[CH:19]([Li])(CC)C.[Cl-].[NH4+].O.[O:27]1[CH2:31][CH2:30][CH2:29][CH2:28]1>>[C:11]([O:10][C:9](=[O:15])[NH:8][C:6]1[CH:7]=[C:2]([Cl:1])[C:3]([O:17][CH3:18])=[CH:4][C:5]=1[CH2:16][CH:31]([OH:27])[CH:30]([CH3:19])[CH2:29][CH3:28])([CH3:12])([CH3:13])[CH3:14] |f:2.3|. Procedure: Under an argon atmosphere, to a solution of tert-butyl (5-chloro-4-methoxy-2-methylphenyl)carbamate (1.00 g) in tetrahydrofuran (18.4 mL) was added dropwise sec-butyllithium (1.08 mol/L hexane-cyclohexane solution, 7.5 mL) at −45° C., and the mixture was stirred for 30 minutes. Next, a solution of 2-methylbutyl aldehyde (0.430 mL) in tetrahydrofuran (1.84 mL) was added dropwise thereto, and the mixture was stirred at −45° C. for 35 minutes and then stirred at room temperature for 90 more minutes... Starting materials: CC(C)(C)OC(=O)N1CCc2cc(-c3cnc(C4CC4)nc3)ccc2C1, O=C(O)C(F)(F)F. The product is c1cc2c(cc1-c1cnc(C3CC3)nc1)CCNC2, O=C([O-])C(F)(F)F. RXN SMILES: [CH:1]1([c:4]2[n:5][cH:6][c:7](-[c:10]3[cH:11][c:12]4[c:17]([cH:18][cH:19]3)[CH2:16][N:15]([C:20]([O:21][C:22]([CH3:23])([CH3:24])[CH3:25])=[O:26])[CH2:14][CH2:13]4)[cH:8][n:9]2)[CH2:2][CH2:3]1.[F:27][C:28]([C:29](=[O:30])[OH:31])([F:32])[F:33]>>[CH:1]1([c:4]2[n:5][cH:6][c:7](-[c:10]3[cH:11][c:12]4[c:17]([cH:18][cH:19]3)[CH2:16][NH:15][CH2:14][CH2:13]4)[cH:8][n:9]2)[CH2:2][CH2:3]1.[F:27][C:28]([C:29](=[O:30])[O-:31])([F:32])[F:33]. Reactants: solution, ClCl (chlorine), N(=[N+]=[N-])CC(C(C(C(=O)OCC1=CC=C(C=C1)[N+](=O)[O-])N1C(CC1SC(C)(C)C)=O)=O)(C)C (p-nitrobenzyl 5-azido-2-(4-tert-butylthio-2-oxo-1-azetidinyl)-4,4-dimethyl-3-oxopentanoate). The solvent is C(Cl)(Cl)(Cl)Cl (carbon tetrachloride), C(Cl)Cl (methylene chloride), C(Cl)Cl (CH2Cl2). The product is N(=[N+]=[N-])CC(C(C(C(=O)OCC1=CC=C(C=C1)[N+](=O)[O-])N1C(CC1Cl)=O)=O)(C)C (p-Nitrobenzyl 5-azido-2-(4-chloro-2-oxo-1-azetidinyl)-4,4-dimethyl-3-oxopentanoate). Reaction SMILES: [Cl:1]Cl.[N:3]([CH2:6][C:7]([CH3:35])([CH3:34])[C:8](=[O:33])[CH:9]([N:23]1[CH:26](SC(C)(C)C)[CH2:25][C:24]1=[O:32])[C:10]([O:12][CH2:13][C:14]1[CH:19]=[CH:18][C:17]([N+:20]([O-:22])=[O:21])=[CH:16][CH:15]=1)=[O:11])=[N+:4]=[N-:5]>C(Cl)(Cl)(Cl)Cl.C(Cl)Cl>[N:3]([CH2:6][C:7]([CH3:35])([CH3:34])[C:8](=[O:33])[CH:9]([N:23]1[CH:26]([Cl:1])[CH2:25][C:24]1=[O:32])[C:10]([O:12][CH2:13][C:14]1[CH:19]=[CH:18][C:17]([N+:20]([O-:22])=[O:21])=[CH:16][CH:15]=1)=[O:11])=[N+:4]=[N-:5]. Procedure details: 286 μl of a solution of chlorine in carbon tetrachloride containing 1.14 g/10 ml is added at -60° C. to a solution of 110 mg of p-nitrobenzyl 5-azido-2-(4-tert-butylthio-2-oxo-1-azetidinyl)-4,4-dimethyl-3-oxopentanoate in 9 ml of methylene chloride. The reaction solution is evaporated in a rotary evaporator, 119 mg of yellow oil being obtained. IR spectrum in CH2Cl2 : 2930, 2860, 2105, 1780, 1755, 1720, 1610, 1530, 1350, 1190 cm-1. The reactants are C1(CCCCC1)N(C1=CC(=NC=N1)C(=O)OC)CC1CC1 (methyl 6-[cyclohexyl(cyclopropylmethyl)amino]pyrimidine-4-carboxylate), C1(CCCCC1)N(C1=CC(=NC=N1)C(=O)OC)CC1CC1 (methyl 6-[cyclohexyl(cyclopropylmethyl)amino]pyrimidine-4-carboxylate), O.[OH-].[Li+] (lithium hydroxide monohydrate). The solvent is C1CCOC1.CCO.O (THF EtOH H2O). Reaction conditions: time 1 hour. Yields the product C1(CCCCC1)N(C1=CC(=NC=N1)C(=O)O)CC1CC1 (6-[cyclohexyl(cyclopropylmethyl)amino]pyrimidine-4-carboxylic Acid). The yield is 92.4%. Reaction SMILES: [CH:1]1([N:7]([CH2:18][CH:19]2[CH2:21][CH2:20]2)[C:8]2[N:13]=[CH:12][N:11]=[C:10]([C:14]([O:16]C)=[O:15])[CH:9]=2)[CH2:6][CH2:5][CH2:4][CH2:3][CH2:2]1.O.[OH-].[Li+]>C1COCC1.CCO.O>[CH:1]1([N:7]([CH2:18][CH:19]2[CH2:20][CH2:21]2)[C:8]2[N:13]=[CH:12][N:11]=[C:10]([C:14]([OH:16])=[O:15])[CH:9]=2)[CH2:2][CH2:3][CH2:4][CH2:5][CH2:6]1 |f:1.2.3,4.5.6|. Procedure: A solution of methyl 6-[cyclohexyl(cyclopropylmethyl)amino]pyrimidine-4-carboxylate (Intermediate 12, 4.14 g; 14.3 mmol) in THF/EtOH/H2O (3/2/1, 120 ml) was treated with an aqueous solution of lithium hydroxide monohydrate (42.9 ml; 1.00 M; 42.9 mmol) at ambient temperature. After 1 hour, the organic solvents were evaporated in vacuo, the remaining aqueous layer was acidified with HCl (1 N) until pH=6 and extracted with DCM (4×50 ml). The combined organic layers were dried over MgSO4 and evapora... Reactants: C(=O)(OCC)C=C1CCN(CC1)C1=C(C=C(C=C1)N1C(O[C@H](C1)CNC(C)=O)=O)F ((S)—N-{3-[4-(4-(1-carboethoxymethylidene)-piperidin-1-yl)-3-fluorophenyl]-2-oxo-oxazolidin-5-ylmethyl}-acetamide), [I-].C[S+](=O)(C)C (trimethyloxosulphonium iodide), CC(C)([O-])C.[K+] (potassium tert-butoxide). Yields the product C(=O)(OCC)C1CC12CCN(CC2)C2=C(C=C(C=C2)N2C(O[C@H](C2)CNC(C)=O)=O)F ((S)—N-{3-[4-(1-carboethoxy-6-aza-spiro[2.5]oct-6-yl)-3-fluorophenyl]-2-oxo-oxazolidin-5-ylmethyl}-acetamide). Reaction SMILES: [C:1]([CH:6]=[C:7]1[CH2:12][CH2:11][N:10]([C:13]2[CH:18]=[CH:17][C:16]([N:19]3[CH2:23][C@H:22]([CH2:24][NH:25][C:26](=[O:28])[CH3:27])[O:21][C:20]3=[O:29])=[CH:15][C:14]=2[F:30])[CH2:9][CH2:8]1)([O:3][CH2:4][CH3:5])=[O:2].[I-].[CH3:32][S+](C)(C)=O.CC(C)([O-])C.[K+]>CS(C)=O>[C:1]([CH:6]1[C:7]2([CH2:8][CH2:9][N:10]([C:13]3[CH:18]=[CH:17][C:16]([N:19]4[CH2:23][C@H:22]([CH2:24][NH:25][C:26](=[O:28])[CH3:27])[O:21][C:20]4=[O:29])=[CH:15][C:14]=3[F:30])[CH2:11][CH2:12]2)[CH2:32]1)([O:3][CH2:4][CH3:5])=[O:2] |f:1.2,3.4|. Solvent: CS(=O)C (dimethylsulfoxide). Yield: 61.0%. Procedure: The title compound was prepared by reacting (S)—N-[3-{4-[4-carboethoxymethylidene piperidin-1-yl]-3-fluorophenyl}-2-oxo-1,3-oxazolidin-5-ylmethyl]acetamide (1.0 mmol, Example E), trimethyloxosulphonium iodide (1.3 mmol), potassium tert-butoxide (1.3 mmol) in dimethylsulfoxide (10 ml) at a temperature 25° C. for 14 hours in 61% yield.